Dataset: the Open Reaction Database (ORD), a public repository of structured organic reaction records. Task: describe an organic reaction: reactants, conditions, products, and yield Reactants: ClC1=C(OCC(=O)O)C=CC(=C1Cl)C(=O)C=1SC=CC1 (2,3-Dichloro-4-(2-thienylcarbonyl)-phenoxyacetic acid), O (water), NC(C(=O)O)CCCCN (2,6-diaminohexanoic acid). The solvent is C(C)O (ethanol). Run at time 10 minute. The product is ClC1=C(OCC(=O)O)C=CC(=C1Cl)C(=O)C=1SC=CC1.N[C@@H](CCCCN)C(=O)O (Lysine 2,3-dichloro-4-(2-thienylcarbonyl)-phenoxyacetate). As a reaction SMILES: [Cl:1][C:2]1[C:12]([Cl:13])=[C:11]([C:14]([C:16]2[S:17][CH:18]=[CH:19][CH:20]=2)=[O:15])[CH:10]=[CH:9][C:3]=1[O:4][CH2:5][C:6]([OH:8])=[O:7].O.[NH2:22][CH:23]([CH2:27][CH2:28][CH2:29][CH2:30][NH2:31])[C:24]([OH:26])=[O:25]>C(O)C>[Cl:1][C:2]1[C:12]([Cl:13])=[C:11]([C:14]([C:16]2[S:17][CH:18]=[CH:19][CH:20]=2)=[O:15])[CH:10]=[CH:9][C:3]=1[O:4][CH2:5][C:6]([OH:8])=[O:7].[NH2:22][C@H:23]([C:24]([OH:26])=[O:25])[CH2:27][CH2:28][CH2:29][CH2:30][NH2:31] |f:4.5|. Procedure details: 16.55 g 2,3-Dichloro-4-(2-thienylcarbonyl)-phenoxyacetic acid and 35 ml water were added to a solution of 7.3 g 2,6-diaminohexanoic acid in 150 ml anhydrous ethanol at about 45° C. The reaction mixture was held at about 100° C. for 10 minutes and then the mixture was cooled. The cooled mixture was filtered to isolate 16 g precipitated salt. M.Pt. 225° C. Starting materials: CC(O)c1ccc(Br)cc1, ClCCl, BrP(Br)Br. The product is CC(Br)c1ccc(Br)cc1. As a reaction SMILES: [Br:1][c:2]1[cH:3][cH:4][c:5]([CH:8]([CH3:9])[OH:10])[cH:6][cH:7]1.[Cl:15][CH2:16][Cl:17].[P:11]([Br:12])([Br:13])[Br:14]>>[Br:1][c:2]1[cH:3][cH:4][c:5]([CH:8]([CH3:9])[Br:12])[cH:6][cH:7]1. Reactants: C(C1CO1)OC1=CC=C(C=C1)C(C)(C)C1=CC=C(C=C1)OCC1CO1 (bisphenol A diglycidyl ether), CN(C(=O)N)C (N,N-dimethylurea), CN(C(=O)N)C (N,N-dimethylurea). Run in C(C)O (ethanol). Reaction conditions: temperature 90 celsius. The product is CN(C(=O)N)C.C(C1CO1)OC1=CC=C(C=C1)C(C)(C)C1=CC=C(C=C1)OCC1CO1 (N,N-dimethylurea bisphenol A diglycidyl ether). Reaction SMILES: [CH2:1]([O:5][C:6]1[CH:11]=[CH:10][C:9]([C:12]([C:15]2[CH:20]=[CH:19][C:18]([O:21][CH2:22][CH:23]3[O:25][CH2:24]3)=[CH:17][CH:16]=2)([CH3:14])[CH3:13])=[CH:8][CH:7]=1)[CH:2]1[O:4][CH2:3]1.[CH3:26][N:27]([CH3:31])[C:28]([NH2:30])=[O:29]>C(O)C>[CH3:26][N:27]([CH3:31])[C:28]([NH2:30])=[O:29].[CH2:22]([O:21][C:18]1[CH:17]=[CH:16][C:15]([C:12]([C:9]2[CH:10]=[CH:11][C:6]([O:5][CH2:1][CH:2]3[O:4][CH2:3]3)=[CH:7][CH:8]=2)([CH3:14])[CH3:13])=[CH:20][CH:19]=1)[CH:23]1[O:25][CH2:24]1 |f:3.4|. Procedure details: 20.0 g (approx. 116 mmol epoxy groups) of distilled bisphenol A diglycidyl ether (Epilox A 17-01), 10.0 g (113.5 mmol) of N,N-dimethylurea, and 40 mL ethanol were added to a 250 mL two-necked flask with a reflux condenser. It was refluxed for 7 h at 90° C.; only traces of N,N-dimethylurea were still detectable toward the end of the reaction. After the solvent had been driven off at 60° C. on the rotary evaporator, approx. 30 g of a highly viscous, partially waxy material with a “urea equivalent ... Reactants: dimethyl 2-(oxopropyl)-phosphonate, ClC1=C(C=O)C(=CC=C1)Cl (2,6-dichlorobenzaldehyde), S(=O)(=O)(C1=CC=C(C)C=C1)N=[N+]=[N-] (tosyl azide), C(=O)([O-])[O-].[K+].[K+] (K2CO3). The solvent is C(C)#N (acetonitrile), CO (methanol), C(C)#N (acetonitrile). Reaction conditions: time 3 hour. Product: ClC1=C(C(=CC=C1)Cl)C#C (2,6-dichlorophenylacetylene). Reaction SMILES: S(N=[N+]=[N-])([C:4]1C=CC(C)=CC=1)(=O)=O.C([O-])([O-])=O.[K+].[K+].[Cl:20][C:21]1[CH:28]=[CH:27][CH:26]=[C:25]([Cl:29])[C:22]=1[CH:23]=O>C(#N)C.CO>[Cl:20][C:21]1[CH:28]=[CH:27][CH:26]=[C:25]([Cl:29])[C:22]=1[C:23]#[CH:4] |f:1.2.3|. Reported procedure: To a mixture of tosyl azide (2.70 g, 32 mmol) and K2CO3 (4.74 g, 34.3 mmol) in dry acetonitrile (20 mL) was added dropwise a solution of dimethyl 2-(oxopropyl)-phosphonate (1.89 mL, 2.27 g, 13.7 mmol) in acetonitrile (5 mL) then the mixture was stirred at ambient temperature for 3 h. To this mixture was added dropwise a solution of 2,6-dichlorobenzaldehyde (2.0 g, 11.4 mmol) in methanol (15 mL), and the resulting mixture stirred at ambient temperature for 18 h. The solvent was removed under redu... Starting materials: O1C=C(C=C1)C(=O)O (3-furancarboxylic acid), C(C)(C)OC(C)C (diisopropyl ether), [N+](=O)(O)[O-].O([N+](=O)[O-])CCN (nitroxyethylamine nitrate). Yields the product O([N+](=O)[O-])CCNC(=O)C1=COC=C1 (N-(2-Nitroxyethyl)-3-furancarboxamide). Yield: 42.2%. RXN SMILES: [O:1]1[CH:5]=[CH:4][C:3]([C:6]([OH:8])=O)=[CH:2]1.[N+]([O-])(O)=O.[O:13]([CH2:17][CH2:18][NH2:19])[N+:14]([O-:16])=[O:15].C(OC(C)C)(C)C>>[O:13]([CH2:17][CH2:18][NH:19][C:6]([C:3]1[CH:4]=[CH:5][O:1][CH:2]=1)=[O:8])[N+:14]([O-:16])=[O:15] |f:1.2|. Procedure: Following a similar treatment to that in Example 2 and using 0.48 g of 3-furancarboxylic acid and 0.60 g of nitroxyethylamine nitrate, 0.30 g of the title compound was obtained as colorless plates (solvent for recrystallization; diisopropyl ether). Reactants: ClC=1C=CC2=C(N(C(CCC2=O)=O)CCCN2C(C3=CC=CC=C3C2=O)=O)C1 (8-chloro-1-(3-(1,3-dioxoisoindolin-2-yl)propyl)-3,4-dihydro-1H-benzo[b]azepine-2,5-dione), CN(C)C(OC)OC (DMF-DMA). Product: ClC=1C=CC2=C(N(C(CC(C2=O)=CN(C)C)=O)CCCN2C(C3=CC=CC=C3C2=O)=O)C1 (8-Chloro-4-((dimethylamino)methylene)-1-(3-(1,3-dioxoisoindolin-2-yl)propyl)-3,4-dihydro-1H-benzo[b]azepine-2,5-dione). RXN SMILES: [Cl:1][C:2]1[CH:3]=[CH:4][C:5]2[C:11](=[O:12])[CH2:10][CH2:9][C:8](=[O:13])[N:7]([CH2:14][CH2:15][CH2:16][N:17]3[C:25](=[O:26])[C:24]4[C:19](=[CH:20][CH:21]=[CH:22][CH:23]=4)[C:18]3=[O:27])[C:6]=2[CH:28]=1.[CH3:29][N:30]([CH:32](OC)OC)[CH3:31]>>[Cl:1][C:2]1[CH:3]=[CH:4][C:5]2[C:11](=[O:12])[C:10](=[CH:29][N:30]([CH3:32])[CH3:31])[CH2:9][C:8](=[O:13])[N:7]([CH2:14][CH2:15][CH2:16][N:17]3[C:18](=[O:27])[C:19]4[C:24](=[CH:23][CH:22]=[CH:21][CH:20]=4)[C:25]3=[O:26])[C:6]=2[CH:28]=1. Procedure: In a manner similar to that described for method G, 8-chloro-1-(3-(1,3-dioxoisoindolin-2-yl)propyl)-3,4-dihydro-1H-benzo[b]azepine-2,5-dione (I-40-a) and DMF-DMA were converted to I-40-b and carried on crude: MS m/z=452 (M+H). Reactants: C12(CC3CC(CC(C1)C3)C2)NC2=NC(=NC(=C2)Cl)N2CCCC2 (4-(1-Adamantylamino)-6-chloro-2-pyrrolidinopyrimidine), N1CCNCC1 (piperazine). Yields the product C12(CC3CC(CC(C1)C3)C2)NC2=NC(=NC(=C2)N2CCNCC2)N2CCCC2 (4-(1-adamantylamino)-6-(1piperazinyl)-2-pyrrolidinopyrimidine). The yield is 49.7%. RXN SMILES: [C:1]12([NH:11][C:12]3[CH:17]=[C:16](Cl)[N:15]=[C:14]([N:19]4[CH2:23][CH2:22][CH2:21][CH2:20]4)[N:13]=3)[CH2:10][CH:5]3[CH2:6][CH:7]([CH2:9][CH:3]([CH2:4]3)[CH2:2]1)[CH2:8]2.[NH:24]1[CH2:29][CH2:28][NH:27][CH2:26][CH2:25]1>>[C:1]12([NH:11][C:12]3[CH:17]=[C:16]([N:24]4[CH2:29][CH2:28][NH:27][CH2:26][CH2:25]4)[N:15]=[C:14]([N:19]4[CH2:23][CH2:22][CH2:21][CH2:20]4)[N:13]=3)[CH2:10][CH:5]3[CH2:6][CH:7]([CH2:9][CH:3]([CH2:4]3)[CH2:2]1)[CH2:8]2. Procedure details: 4-(1-Adamantylamino)-6-chloro-2-pyrrolidinopyrimidine is reacted with piperazine as described in Example 4 to give the title compound in a yield of 49.7%, m.p.: 152°-156° C. The reactants are COC(C(C(=O)OC)(C)CC=C)=O (2-Allyl-2-methyl-malonic acid dimethyl ester), CO (MeOH), CSC (dimethyl sulfide). Run in C(Cl)Cl (CH2Cl2). Reaction conditions: temperature -78 celsius, time 2 hour. Yields the product COC(C(C(=O)OC)(CC=O)C)=O (2-Methyl-2-(2-oxo-ethyl)-malonic acid dimethyl ester). Reaction SMILES: [CH3:1][O:2][C:3](=[O:13])[C:4]([CH2:10][CH:11]=C)([CH3:9])[C:5]([O:7][CH3:8])=[O:6].CSC.C[OH:18]>C(Cl)Cl>[CH3:1][O:2][C:3](=[O:13])[C:4]([CH3:9])([CH2:10][CH:11]=[O:18])[C:5]([O:7][CH3:8])=[O:6]. Reported procedure: A solution of the product of Example 31A (1.1 gm, 5.9 mmol) was dissolved in CH2Cl2)/MeOH 10:1 (15 mL) and cooled to −78° C. To the solution was bubbled O3 over 20 minutes. The reaction solution was purged with N2 for a further 10 minutes and dimethyl sulfide (DMS) (3.6 gm, 59 mmol) was added and the reaction warmed to ambient temperature and stirred for a further 2 hours. The solvent was evaporated in vacuo and product purified by flash column chromatography (hexane/EtOAc 100:0 to 70:30) to col...